This data is from the Open Reaction Database (ORD), a public repository of structured organic reaction records. The task is: describe an organic reaction: reactants, conditions, products, and yield Reactants: CC(C)(C)[O-], CCOCC, COC(=O)CCCSCC(=O)OC, [K+]. Product: COC(=O)C1SCCCC1=O. Reaction SMILES: [CH3:1][C:2]([CH3:3])([O-:4])[CH3:5].[CH3:20][CH2:21][O:22][CH2:23][CH3:24].[CH3:7][O:8][C:9]([CH2:10][S:11][CH2:12][CH2:13][CH2:14][C:15](=[O:16])[O:17][CH3:18])=[O:19].[K+:6]>>[CH3:7][O:8][C:9]([CH:10]1[S:11][CH2:12][CH2:13][CH2:14][C:15]1=[O:16])=[O:19]. The reactants are BrBr (bromine), Br (HBr), ClC=1C=C2CCC(C2=CC1S(N)(=O)=O)=O (5-chloro-6-sulfamoyl-1-indanone), OS(=O)[O-].[Na+] (NaHSO3), ice water. Run in C(C)(=O)O (acetic acid), C(C)(=O)O (acetic acid). Reaction conditions: time 1.5 hour. Yields the product BrC1C(C2=CC(=C(C=C2C1)Cl)S(N)(=O)=O)=O (2-Bromo-5-chloro-6-sulfamoyl-1-indanone). Reaction SMILES: [BrH:1].[Cl:2][C:3]1[CH:4]=[C:5]2[C:9](=[CH:10][C:11]=1[S:12](=[O:15])(=[O:14])[NH2:13])[C:8](=[O:16])[CH2:7][CH2:6]2.BrBr.OS([O-])=O.[Na+]>C(O)(=O)C>[Br:1][CH:7]1[CH2:6][C:5]2[C:9](=[CH:10][C:11]([S:12](=[O:14])(=[O:15])[NH2:13])=[C:3]([Cl:2])[CH:4]=2)[C:8]1=[O:16] |f:3.4|. Procedure: 0.1 Milliliter of 48% aqueus HBr is added to a suspension of 52 g (0.21 mole) of 5-chloro-6-sulfamoyl-1-indanone in 530 ml of glacial acetic acid. Subsequently a solution of 34.0 g (0.21 mole) of bromine in 160 ml of glacial acetic acid is added dropwise. The mixture is stirred for another 1.5 hours, and is then poured into a solution of 4.5 g of NaHSO3 in 2 of ice water. The 2-bromo-5-chloro-6sulfamoyl-1-indanone which crystallizes after stirring for some time is filtered off with suction and i... Starting materials: CC=1SC(=C(C1CO)C)SC (2,4-dimethyl-3-hydroxymethyl-5-(methylthio)thiophene), [Br-].C1(=CC=CC=C1)[PH+](C1=CC=CC=C1)C1=CC=CC=C1 (triphenylphosphonium bromide), C(C)#N (acetonitrile), C(C)(=O)OCC (ethyl acetate). Run in C(C)OCC.CCCCCC (ethyl ether hexane). Yields the product [Br-].CC1=C(C(=C(S1)SC)C)C[P+](C1=CC=CC=C1)(C1=CC=CC=C1)C1=CC=CC=C1 ([2,4-dimethyl-5-(methylthio)-3-thenyl]triphenylphosphonium bromide). As a reaction SMILES: [CH3:1][C:2]1[S:3][C:4]([S:10][CH3:11])=[C:5]([CH3:9])[C:6]=1[CH2:7]O.[Br-:12].[C:13]1([PH+:19]([C:26]2[CH:31]=[CH:30][CH:29]=[CH:28][CH:27]=2)[C:20]2[CH:25]=[CH:24][CH:23]=[CH:22][CH:21]=2)[CH:18]=[CH:17][CH:16]=[CH:15][CH:14]=1.C(#N)C.C(OCC)(=O)C>C(OCC)C.CCCCCC>[Br-:12].[CH3:1][C:2]1[S:3][C:4]([S:10][CH3:11])=[C:5]([CH3:9])[C:6]=1[CH2:7][P+:19]([C:20]1[CH:21]=[CH:22][CH:23]=[CH:24][CH:25]=1)([C:26]1[CH:31]=[CH:30][CH:29]=[CH:28][CH:27]=1)[C:13]1[CH:14]=[CH:15][CH:16]=[CH:17][CH:18]=1 |f:1.2,5.6,7.8|. Reported procedure: 14.0 G. of 2,4-dimethyl-3-hydroxymethyl-5-(methylthio)thiophene and 26.0 G. of triphenylphosphonium bromide were dissolved in 75 ml. of acetonitrile and stirred at 40° C. for 1 hour. The resulting mixture was cooled and poured into 150 ml. of ethyl acetate then treated with ethyl ether/hexane (5:1). The resulting solution was decanted from a gum-like residue. The residue was treated with hot acetone and the resulting white crystals were filtered, washed with cold acetone and dried under high vac... Reaction conditions: temperature 100 celsius. Reactants: C(O)([O-])=O.[Na+] (sodium hydrogencarbonate), C(C)(=O)C=1C=C(C#N)C=CC1 (3-acetylbenzonitrile), C(CO)O (ethylene glycol), B(F)(F)F.CCOCC (boron trifluoride etherate). Yield: 99.7%. Solvent: C1=CC=CC=C1 (benzene). The product is CC1(OCCO1)C=1C=C(C#N)C=CC1 (3-(2-methyl-1,3-dioxolan-2-yl)benzonitrile). Procedure: A suspension of 3-acetylbenzonitrile (50.0 g), ethylene glycol (34.0 g) and boron trifluoride etherate (1 ml) in benzene (200 ml) was heated at 100° C. by means of a Dean-Stark apparatus for 5 hours. After cooling, a saturated aqueous sodium hydrogencarbonate solution (200 ml) was added. The benzene layer was collected and then dried with sodium sulfate. The solvent was removed under reduced pressure to afford 3-(2-methyl-1,3-dioxolan-2-yl)benzonitrile (65.0 g) (oil). As a reaction SMILES: [C:1]([C:4]1[CH:5]=[C:6]([CH:9]=[CH:10][CH:11]=1)[C:7]#[N:8])(=[O:3])[CH3:2].[CH2:12](O)[CH2:13][OH:14].B(F)(F)F.CCOCC.C(=O)([O-])O.[Na+]>C1C=CC=CC=1>[CH3:2][C:1]1([C:4]2[CH:5]=[C:6]([CH:9]=[CH:10][CH:11]=2)[C:7]#[N:8])[O:14][CH2:13][CH2:12][O:3]1 |f:2.3,4.5|. The reactants are O (water), C(C)(C)(C)OC(=O)NCC=1N(C(C2=CC=C(C=C2C1C1=CC=CC=C1)C=1SC(=C(N1)C)C(=O)O)=O)CC(C)C (2-(3-{[(tert-butoxycarbonyl)amino]methyl}-2-isobutyl-1-oxo-4-phenyl-1,2-dihydro-6-isoquinolinyl)-4-methyl-1,3-thiazole-5-carboxylic acid), Cl.C(C)N=C=NCCCN(C)C (1-ethyl-3-(3-dimethylaminopropyl)carbodiimide hydrochloride), [NH4+].ON1N=NC2=C1C=CC=C2 (1-hydroxybenzotriazole ammonium salt). The solvent is CN(C=O)C (N,N-dimethylformamide). Product: C(C)(C)(C)OC(NCC=1N(C(C2=CC=C(C=C2C1C1=CC=CC=C1)C=1SC(=C(N1)C)C(=O)N)=O)CC(C)C)=O (tert-butyl{6-[5-(aminocarbonyl)-4-methyl-1,3-thiazol-2-yl]-2-isobutyl-1-oxo-4-phenyl-1,2-dihydro-3-isoquinolinyl}methylcarbamate). The yield is 86.9%. RXN SMILES: [C:1]([O:5][C:6]([NH:8][CH2:9][C:10]1[N:11]([CH2:36][CH:37]([CH3:39])[CH3:38])[C:12](=[O:35])[C:13]2[C:18]([C:19]=1[C:20]1[CH:25]=[CH:24][CH:23]=[CH:22][CH:21]=1)=[CH:17][C:16]([C:26]1[S:27][C:28]([C:32]([OH:34])=O)=[C:29]([CH3:31])[N:30]=1)=[CH:15][CH:14]=2)=[O:7])([CH3:4])([CH3:3])[CH3:2].Cl.C([N:43]=C=NCCCN(C)C)C.[NH4+].ON1C2C=CC=CC=2N=N1.O>CN(C)C=O>[C:1]([O:5][C:6](=[O:7])[NH:8][CH2:9][C:10]1[N:11]([CH2:36][CH:37]([CH3:39])[CH3:38])[C:12](=[O:35])[C:13]2[C:18]([C:19]=1[C:20]1[CH:25]=[CH:24][CH:23]=[CH:22][CH:21]=1)=[CH:17][C:16]([C:26]1[S:27][C:28]([C:32]([NH2:43])=[O:34])=[C:29]([CH3:31])[N:30]=1)=[CH:15][CH:14]=2)([CH3:2])([CH3:3])[CH3:4] |f:1.2,3.4|. Procedure details: A solution of 2-(3-{[(tert-butoxycarbonyl)amino]methyl}-2-isobutyl-1-oxo-4-phenyl-1,2-dihydro-6-isoquinolinyl)-4-methyl-1,3-thiazole-5-carboxylic acid (0.44 g, 0.8 mmol), 1-ethyl-3-(3-dimethylaminopropyl)carbodiimide hydrochloride (0.31 g, 1.6 mmol) and 1-hydroxybenzotriazole ammonium salt (0.24 g, 1.6 mmol) in N,N-dimethylformamide (10 ml) was stirred at room temperature for 2 h. The reaction mixture was poured into water and extracted with ethyl acetate. The extract was washed with brine, drie... Reactants: B(OC)(OC)OC (trimethyl borate), FC1=NC(=CC=C1)F (2, 6-difluoropyridine), solution, [Li+].CC(C)[N-]C(C)C (LDA). The product is OC=1C(=NC(=CC1)F)F (3-Hydroxy-2,6-difluoropyridine). Solvent: C1CCOC1 (THF), CCCCCCC.C1CCOC1 (heptane THF). Reaction conditions: temperature -78 celsius, time 1 hour. Reported procedure: To a solution of 2, 6-difluoropyridine (6.7 mL, 73.8 mmole) in THF (100 mL, cooled to -78° C.) was added a 2M solution of LDA in heptane/THF/ethylbenene (38 mL, 76 mmol). The mixture was stirred at -78° C. for 1 hour, and trimethyl borate (6.8 mL, 89.7 mmol) was added. The mixture was stirred for 1 hour and allowed to warm to 20° C., then the reaction was quenched with HOAc (10 mL). The solution was made basic with 20% aq NaOH (20 mL), H2O2 (50%, 200 mL) was added, and the mixture stirred for 16... As a reaction SMILES: [F:1][C:2]1[CH:7]=[CH:6][CH:5]=[C:4]([F:8])[N:3]=1.[Li+].CC([N-]C(C)C)C.B(OC)(OC)[O:18]C>C1COCC1.CCCCCCC.C1COCC1>[OH:18][C:7]1[C:2]([F:1])=[N:3][C:4]([F:8])=[CH:5][CH:6]=1 |f:1.2,5.6|. The yield is 27.9%. The reactants are ethyl ester, solution, CCOCC (Et2O), C(C)OC(C(C(C)C)(C)C)=O (2,2,3-trimethylbutanoic acid ethyl ester), solution, [H-].[H-].[H-].[H-].[Li+].[Al+3] (LAH). Solvent: C(C)C1=CC=CC=C1 (ethylbenzene). Reaction conditions: temperature 0 celsius, time 2 hour. Yields the product CC(CO)(C(C)C)C.CC(CO)(C(C)C)C (2,2,3-trimethyl-butanol 2,2,3-trimethyl-butanol), alcohol. RXN SMILES: [H-].[H-].[H-].[H-].[Li+].[Al+3].CCOCC.C([O:14][C:15](=O)[C:16]([CH3:21])([CH3:20])[CH:17]([CH3:19])[CH3:18])C>C(C1C=CC=CC=1)C>[CH3:20][C:16]([CH3:21])([CH:17]([CH3:19])[CH3:18])[CH2:15][OH:14].[CH3:20][C:16]([CH3:21])([CH:17]([CH3:19])[CH3:18])[CH2:15][OH:14] |f:0.1.2.3.4.5,9.10|. Reported procedure: A 500 mL round-bottom-flask equipped with a stir bar was flushed with Ar and charged with 50 mL dry THF and a 1 M solution of LAH in Et2O (87.5 mL, 87.5 mmol, 0.625 equiv). The solution was cooled to 0° C. with an ice bath and the above ethyl ester (22.1 g, 140 mmol, 1.0 equiv) (approximately a 50% solution in ethylbenzene) was added dropwise at such a rate that the solution did not reflux (required 50 min). After addition of the ester, the reaction was stirred at 0° C. for 2 h and then at ambie... Starting materials: OC(C(Cl)(Cl)Cl)NC(C1=C(C=CC=C1)O)=O (N-(1-hydroxy-2,2,2-trichloroethyl)-2-hydroxybenzamide), ClCCl (dichloromethane), S(=O)(Cl)Cl (thionyl chloride). Yields the product ClC(C(Cl)(Cl)Cl)NC(C1=C(C=CC=C1)O)=O (N-(1,2,2,2-tetrachloroethyl)-2-hydroxybenzamide). Procedure: 14.2 g of N-(1-hydroxy-2,2,2-trichloroethyl)-2-hydroxybenzamide was mixed with 100 ml of dichloromethane, 7.2 g of thionyl chloride and 0.1 g of N,N-dimethylformamide and the reaction was effected while stirring under reflux for three hours. The solvent was distilled off to obtain N-(1,2,2,2-tetrachloroethyl)-2-hydroxybenzamide (m.p.: 113°-113.5° C.). Without taking this out, 100 ml of dichloromethane and 3.8 g of iso-propyl mercaptan were added thereto and then 4.0 g of pyridine was also added ... Solvent: CN(C=O)C (N,N-dimethylformamide). Reaction SMILES: O[CH:2]([NH:7][C:8](=[O:16])[C:9]1[CH:14]=[CH:13][CH:12]=[CH:11][C:10]=1[OH:15])[C:3]([Cl:6])([Cl:5])[Cl:4].[Cl:17]CCl.S(Cl)(Cl)=O>CN(C)C=O>[Cl:17][CH:2]([NH:7][C:8](=[O:16])[C:9]1[CH:14]=[CH:13][CH:12]=[CH:11][C:10]=1[OH:15])[C:3]([Cl:6])([Cl:5])[Cl:4].